Dataset: the Open Reaction Database (ORD), a public repository of structured organic reaction records. Task: describe an organic reaction: reactants, conditions, products, and yield Reactants: [Br-], C1CCOC1, CC(C)[Mg+], Fc1ccc(-c2ccc3nc(Cl)nc(Cl)c3n2)cc1, [Cu]I. Product: CC(C)c1nc(Cl)nc2ccc(-c3ccc(F)cc3)nc12. RXN SMILES: [Br-:1].[CH2:25]1[O:26][CH2:27][CH2:28][CH2:29]1.[CH:2]([CH3:3])([CH3:4])[Mg+:5].[Cl:6][c:7]1[n:8][c:9]([Cl:24])[c:10]2[c:11]([n:12]1)[cH:13][cH:14][c:15](-[c:17]1[cH:18][cH:19][c:20]([F:23])[cH:21][cH:22]1)[n:16]2.[Cu:30][I:31]>>[CH:2]([CH3:3])([CH3:4])[c:9]1[n:8][c:7]([Cl:6])[n:12][c:11]2[c:10]1[n:16][c:15](-[c:17]1[cH:18][cH:19][c:20]([F:23])[cH:21][cH:22]1)[cH:14][cH:13]2.